From a dataset of the Open Reaction Database (ORD), a public repository of structured organic reaction records. describe an organic reaction: reactants, conditions, products, and yield RXN SMILES: [C:1]([C:13]1[C:21]2[C:16](=[CH:17][CH:18]=[CH:19][CH:20]=2)[N:15]([CH2:22][CH2:23][CH2:24][C:25]([O:27]CC2C=CC(OC)=CC=2)=[O:26])[CH:14]=1)(=[O:12])/[CH:2]=[CH:3]/[CH2:4][CH2:5][CH2:6][CH2:7][CH2:8][CH2:9][CH2:10][CH3:11].C(C1C2C(=CC=CC=2)N(CCCC(OCC2C=CC(OC)=CC=2)=O)C=1)(=O)/C=C/CCCCCC>>[C:1]([C:13]1[C:21]2[C:16](=[CH:17][CH:18]=[CH:19][CH:20]=2)[N:15]([CH2:22][CH2:23][CH2:24][C:25]([OH:27])=[O:26])[CH:14]=1)(=[O:12])/[CH:2]=[CH:3]/[CH2:4][CH2:5][CH2:6][CH2:7][CH2:8][CH2:9][CH2:10][CH3:11]. Product: C(\C=C\CCCCCCCC)(=O)C1=CN(C2=CC=CC=C12)CCCC(=O)O ((E)-4-[3-(2-undecenoyl)-1-indolyl]butyric acid). Starting materials: C(\C=C\CCCCCCCC)(=O)C1=CN(C2=CC=CC=C12)CCCC(=O)OCC1=CC=C(C=C1)OC ((E)-4-methoxybenzyl 4-[3-(2-undecenoyl)-1-indolyl]butyrate), C(\C=C\CCCCCC)(=O)C1=CN(C2=CC=CC=C12)CCCC(=O)OCC1=CC=C(C=C1)OC ((E)-4-methoxybenzyl 4-[3-(2-none-noyl)-1-indolyl]butyrate). Reported procedure: The procedure of Ex. 45 was repeated except that (E)-4-methoxybenzyl 4-[3-(2-undecenoyl)-1-indolyl]butyrate obtained in Ex. 48 was used in place of (E)-4-methoxybenzyl 4-[3-(2-none-noyl)-1-indolyl]butyrate to give (E)-4-[3-(2-undecenoyl)-1-indolyl]butyric acid. The reactants are ClC=1N=NC(=CC1)N1N=C(C=C1C)C (3-chloro-6-(3,5-dimethyl-1-pyrazolyl)-pyridazine), OCCNN (hydroxyethyl hydrazine), Cl (hydrochloride). Run in C(C)O (ethanol). Yields the product OCCNNC=1N=NC(=CC1)N1N=C(C=C1C)C (3-(2-hydroxyethylhydrazino)-6-(3,5-dimethyl-1-pyrazolyl)-pyridazine). Reaction SMILES: Cl[C:2]1[N:3]=[N:4][C:5]([N:8]2[C:12]([CH3:13])=[CH:11][C:10]([CH3:14])=[N:9]2)=[CH:6][CH:7]=1.[OH:15][CH2:16][CH2:17][NH:18][NH2:19].Cl>C(O)C>[OH:15][CH2:16][CH2:17][NH:18][NH:19][C:2]1[N:3]=[N:4][C:5]([N:8]2[C:12]([CH3:13])=[CH:11][C:10]([CH3:14])=[N:9]2)=[CH:6][CH:7]=1. Procedure details: A mixture of 2.09 g (0.01 moles) of 3-chloro-6-(3,5-dimethyl-1-pyrazolyl)-pyridazine, 30 ml of ethanol and 1.52 g (0.02 moles) of hydroxyethyl hydrazine is reacted and worked up in the same way as described in Example 42. Yield: 0.3 g (10.5%); the hydrochloride melts at 302°-305° C. The reactants are CCCCC1CC2CCC(C1)N2, CCCCCCC, CCOC(C)=O, CC(CI)CN1C(=O)COc2ccc(F)cc21. The product is CCCCC1CC2CCC(C1)N2CC(C)CN1C(=O)COc2ccc(F)cc21. As a reaction SMILES: [CH2:18]([CH2:19][CH2:20][CH3:21])[CH:22]1[CH2:23][CH:24]2[CH2:25][CH2:26][CH:27]([CH2:28]1)[NH:29]2.[CH3:30][CH2:31][CH2:32][CH2:33][CH2:34][CH2:35][CH3:36].[CH3:37][CH2:38][O:39][C:40]([CH3:41])=[O:42].[F:1][c:2]1[cH:3][cH:4][c:5]2[c:6]([cH:17]1)[N:7]([CH2:12][CH:13]([CH2:14][I:15])[CH3:16])[C:8](=[O:11])[CH2:9][O:10]2>>[F:1][c:2]1[cH:3][cH:4][c:5]2[c:6]([cH:17]1)[N:7]([CH2:12][CH:13]([CH2:14][N:29]1[CH:24]3[CH2:23][CH:22]([CH2:18][CH2:19][CH2:20][CH3:21])[CH2:28][CH:27]1[CH2:26][CH2:25]3)[CH3:16])[C:8](=[O:11])[CH2:9][O:10]2. Starting materials: CC#N, Cl, CCOC(=O)C1CCCN(CC(O)c2ccc(-c3noc(-c4onc(-c5ccccc5)c4C(F)(F)F)n3)cc2)C1. The product is O=C(O)C1CCCN(CC(O)c2ccc(-c3noc(-c4onc(-c5ccccc5)c4C(F)(F)F)n3)cc2)C1. As a reaction SMILES: [CH3:42][C:43]#[N:44].[ClH:41].[OH:1][CH:2]([CH2:3][N:4]1[CH2:5][CH:6]([C:10](=[O:11])[O:12][CH2:13][CH3:14])[CH2:7][CH2:8][CH2:9]1)[c:15]1[cH:16][cH:17][c:18](-[c:21]2[n:22][o:23][c:24](-[c:26]3[c:27]([C:37]([F:38])([F:39])[F:40])[c:28](-[c:31]4[cH:32][cH:33][cH:34][cH:35][cH:36]4)[n:29][o:30]3)[n:25]2)[cH:19][cH:20]1>>[OH:1][CH:2]([CH2:3][N:4]1[CH2:5][CH:6]([C:10](=[O:11])[OH:12])[CH2:7][CH2:8][CH2:9]1)[c:15]1[cH:16][cH:17][c:18](-[c:21]2[n:22][o:23][c:24](-[c:26]3[c:27]([C:37]([F:38])([F:39])[F:40])[c:28](-[c:31]4[cH:32][cH:33][cH:34][cH:35][cH:36]4)[n:29][o:30]3)[n:25]2)[cH:19][cH:20]1. Reactants: CCOC(=O)c1cc2c(C)c(N3CCN(Cc4c(Cl)cccc4Cl)CC3)ccc2o1, C1CCOC1, CO, [Li+], [OH-], O. The product is Cc1c(N2CCN(Cc3c(Cl)cccc3Cl)CC2)ccc2oc(C(=O)O)cc12. RXN SMILES: [CH2:1]([CH3:2])[O:3][C:4](=[O:5])[c:6]1[o:7][c:8]2[c:9]([cH:10]1)[c:11]([CH3:30])[c:12]([N:15]1[CH2:16][CH2:17][N:18]([CH2:21][c:22]3[c:23]([Cl:29])[cH:24][cH:25][cH:26][c:27]3[Cl:28])[CH2:19][CH2:20]1)[cH:13][cH:14]2.[CH2:33]1[O:34][CH2:35][CH2:36][CH2:37]1.[CH3:39][OH:40].[Li+:31].[OH-:32].[OH2:38]>>[O:3]=[C:4]([OH:5])[c:6]1[o:7][c:8]2[c:9]([cH:10]1)[c:11]([CH3:30])[c:12]([N:15]1[CH2:16][CH2:17][N:18]([CH2:21][c:22]3[c:23]([Cl:29])[cH:24][cH:25][cH:26][c:27]3[Cl:28])[CH2:19][CH2:20]1)[cH:13][cH:14]2.